This data is from the Open Reaction Database (ORD), a public repository of structured organic reaction records. The task is: describe an organic reaction: reactants, conditions, products, and yield Starting materials: C(C)(C)(C)OC(=O)NC1=CC=C(C=C1)N (N-t-butoxycarbonyl-1,4-phenylene diamine), N1=CC=CC=C1 (pyridine), CC(CC(=O)Cl)C (3-methylbutyryl chloride). The solvent is O1CCCC1 (tetrahydrofuran), C(C)(=O)OCC (ethyl acetate). Run at time 1 hour. Yields the product C(C)(C)(C)OC(=O)NC1=CC=C(C=C1)NC(CC(C)C)=O (N-(4-T-Butoxycarbonylamino-Phenyl)-3-Methyl-Butyramide). The yield is 96.2%. As a reaction SMILES: [C:1]([O:5][C:6]([NH:8][C:9]1[CH:14]=[CH:13][C:12]([NH2:15])=[CH:11][CH:10]=1)=[O:7])([CH3:4])([CH3:3])[CH3:2].N1C=CC=CC=1.[CH3:22][CH:23]([CH3:28])[CH2:24][C:25](Cl)=[O:26]>O1CCCC1.C(OCC)(=O)C>[C:1]([O:5][C:6]([NH:8][C:9]1[CH:10]=[CH:11][C:12]([NH:15][C:25](=[O:26])[CH2:24][CH:23]([CH3:28])[CH3:22])=[CH:13][CH:14]=1)=[O:7])([CH3:4])([CH3:2])[CH3:3]. Procedure: To a stirred solution of N-t-butoxycarbonyl-1,4-phenylene diamine (0.2 g) in dry tetrahydrofuran (20 ml) were added pyridine (0.15 ml) and 3-methylbutyryl chloride (0.13 g) and the reaction mixture was stirred for 1 hrs. The solution was diluted with ethyl acetate (50 ml), washed with a 3 N solution of hydrochloric acid (30 ml) and brine (30 ml), dried and concentrated in vacuum to give the title compound (0.27 g). T.l.c. cyclohexane/ethyl acetate 1/1, Rf =0.71. Reactants: B, C1CCOC1, C#CCNC(=O)OC(C)(C)C, CSC, CCCCCCC, CC=O, CC(C)(O)C(C)(C)O. The product is CC(C)(C)OC(=O)NC=CB1OC(C)(C)C(C)(C)O1. As a reaction SMILES: [BH3:4].[CH2:27]1[O:28][CH2:29][CH2:30][CH2:31]1.[CH2:5]([C:6]#[CH:7])[NH:8][C:9]([O:10][C:11]([CH3:12])([CH3:13])[CH3:14])=[O:15].[CH3:1][S:2][CH3:3].[CH3:32][CH2:33][CH2:34][CH2:35][CH2:36][CH2:37][CH3:38].[CH:16](=[O:17])[CH3:18].[OH:19][C:20]([CH3:21])([CH3:22])[C:23]([CH3:24])([CH3:25])[OH:26]>>[B:4]1([CH:6]=[CH:5][NH:8][C:9]([O:10][C:11]([CH3:12])([CH3:13])[CH3:14])=[O:15])[O:19][C:20]([CH3:21])([CH3:22])[C:23]([CH3:24])([CH3:25])[O:26]1. Starting materials: CC(=O)CC(C)C, Cc1ccccc1, Cl, NO, O, O=Cc1ccc(O)cc1. The product is N#Cc1ccc(O)cc1. Reaction SMILES: [CH2:21]([C:22]([CH3:23])=[O:24])[CH:25]([CH3:26])[CH3:27].[CH3:13][c:14]1[cH:15][cH:16][cH:17][cH:18][cH:19]1.[ClH:10].[NH2:11][OH:12].[OH2:20].[OH:1][c:2]1[cH:3][cH:4][c:5]([CH:6]=[O:7])[cH:8][cH:9]1>>[OH:1][c:2]1[cH:3][cH:4][c:5]([C:6]#[N:11])[cH:8][cH:9]1. Starting materials: CO, NC(=O)C1CC(C(N)=O)CN(S(=O)(=O)c2cccc([N+](=O)[O-])c2)C1, [Pd]. Yields the product NC(=O)C1CC(C(N)=O)CN(S(=O)(=O)c2cccc(N)c2)C1. As a reaction SMILES: [CH3:25][OH:26].[N+:1]([O-:2])(=[O:3])[c:4]1[cH:5][c:6]([S:10](=[O:11])(=[O:12])[N:13]2[CH2:14][CH:15]([C:22](=[O:23])[NH2:24])[CH2:16][CH:17]([C:19](=[O:20])[NH2:21])[CH2:18]2)[cH:7][cH:8][cH:9]1.[Pd:27]>>[NH2:1][c:4]1[cH:5][c:6]([S:10](=[O:11])(=[O:12])[N:13]2[CH2:14][CH:15]([C:22](=[O:23])[NH2:24])[CH2:16][CH:17]([C:19](=[O:20])[NH2:21])[CH2:18]2)[cH:7][cH:8][cH:9]1. The reactants are [H-].[Na+] (sodium hydride), BrC1=CC2=C(NC(C(N=C2C2=C(C=CC=C2)F)C)=O)C=C1 (7-Bromo-5-(2-fluoro-phenyl)-3-methyl-1,3-dihydro-benzo[e][1,4]diazepin-2-one), [N+](#[C-])CC(=O)OCC (Ethyl isocyanoacetate), [H-].[Na+].C1CCOC1 (NaH THF), [H-].[Na+] (Sodium hydride), P(=O)(OCC)(OCC)Cl (diethyl chlorophosphate). The solvent is C1CCOC1 (THF), C1CCOC1 (THF). Reaction conditions: temperature -10 celsius, time 3 hour. The product is C(C)OC(=O)C=1N=CN2C3=C(C(=NC(C12)C)C1=C(C=CC=C1)F)C=C(C=C3)Br (8-Bromo-6-(2-fluorophenyl)-4-methyl-4H-2,5,10b-triaza-benzo[e]azulene-3-carboxylic acid ethyl ester). As a reaction SMILES: [Br:1][C:2]1[CH:21]=[CH:20][C:5]2[NH:6][C:7](=O)[CH:8]([CH3:18])[N:9]=[C:10]([C:11]3[CH:16]=[CH:15][CH:14]=[CH:13][C:12]=3[F:17])[C:4]=2[CH:3]=1.[H-].[Na+].P(Cl)(OCC)(OCC)=O.[N+:33]([CH2:35][C:36]([O:38][CH2:39][CH3:40])=[O:37])#[C-:34].[H-].[Na+].C1COCC1>C1COCC1>[CH2:39]([O:38][C:36]([C:35]1[N:33]=[CH:34][N:6]2[C:7]=1[CH:8]([CH3:18])[N:9]=[C:10]([C:11]1[CH:16]=[CH:15][CH:14]=[CH:13][C:12]=1[F:17])[C:4]1[CH:3]=[C:2]([Br:1])[CH:21]=[CH:20][C:5]2=1)=[O:37])[CH3:40] |f:1.2,5.6.7|. Procedure details: 7-Bromo-5-(2-fluorophenyl)-3-methyl-1,3-dihydro-benzo[e][1,4]diazepin-2-one 117 (3.78 g, 10.88 mmol) was suspended in dry THF (150 mL) and cooled to −10° C. Sodium hydride (60% dispersion in mineral oil, 0.52 g, 13.07 mol) was added into the suspension in one portion. The reaction mixture was allowed to stir and then warm to rt over a 3 h period. The reaction mixture was again cooled to −10° C. and diethyl chlorophosphate (2.65 mL, 17.42 mmol) was added. The cooling bath was then removed and sti... Starting materials: Cl.CN(CCCN=C=NCC)C (1-(3-Dimethylaminopropyl)-3-ethylcarbodiimide hydrochloride), OC1=[N+](C=CC=C1)[O-] (2-hydroxypyridine N-oxide), COC=1C=C2C(=NC=NC2=CC1OC)OC1=CC=C(C=C1)CC(=O)O (2-[4-(6,7-dimethoxyquinazolin-4-yloxy)phenyl]acetic acid), NC1=NC=C(C=C1)N(C)C (2-amino-5-dimethylaminopyridine), C(C)(C)N(CC)C(C)C (diisopropylethylamine), CO[C@H]1[C@@H](C[C@@H]2CN3CCC4=C([C@H]3C[C@@H]2[C@@H]1C(=O)OC)NC5=C4C=CC(=C5)OC)OC(=O)C6=CC(=C(C(=C6)OC)OC)OC (Hypersil), resultant mixture. Run in CN(C)C=O (DMF). Product: CN(C=1C=CC(=NC1)NC(CC1=CC=C(C=C1)OC1=NC=NC2=CC(=C(C=C12)OC)OC)=O)C (N-(5-dimethylaminopyridin-2-yl)-2-[4-(6,7-dimethoxyquinazolin-4-yloxy)phenyl]acetamide). Isolated yield 73.1%. Reaction SMILES: Cl.CN(C)CCCN=C=NCC.OC1C=CC=C[N+]=1[O-].[CH3:21][O:22][C:23]1[CH:24]=[C:25]2[C:30](=[CH:31][C:32]=1[O:33][CH3:34])[N:29]=[CH:28][N:27]=[C:26]2[O:35][C:36]1[CH:41]=[CH:40][C:39]([CH2:42][C:43]([OH:45])=O)=[CH:38][CH:37]=1.[NH2:46][C:47]1[CH:52]=[CH:51][C:50]([N:53]([CH3:55])[CH3:54])=[CH:49][N:48]=1.C(N(C(C)C)CC)(C)C.CO[C@@H]1[C@@H](C(OC)=O)[C@@H]2[C@@H](CN3[C@H](C2)C2NC4C=C(OC)C=CC=4C=2CC3)C[C@H]1OC(C1C=C(OC)C(OC)=C(OC)C=1)=O>CN(C=O)C>[CH3:54][N:53]([CH3:55])[C:50]1[CH:51]=[CH:52][C:47]([NH:46][C:43](=[O:45])[CH2:42][C:39]2[CH:38]=[CH:37][C:36]([O:35][C:26]3[C:25]4[C:30](=[CH:31][C:32]([O:33][CH3:34])=[C:23]([O:22][CH3:21])[CH:24]=4)[N:29]=[CH:28][N:27]=3)=[CH:41][CH:40]=2)=[N:48][CH:49]=1 |f:0.1|. Reported procedure: 1-(3-Dimethylaminopropyl)-3-ethylcarbodiimide hydrochloride (0.101 g) and 2-hydroxypyridine N-oxide (0.059 g) were added in turn to a stirred mixture of 2-[4-(6,7-dimethoxyquinazolin-4-yloxy)phenyl]acetic acid (0.15 g), 2-amino-5-dimethylaminopyridine (0.073 g), diisopropylethylamine (0.092 ml) and DMF (2 ml) and the resultant mixture was stirred at ambient temperature for 16 hours. The resultant reaction mixture was transferred onto a Waters ‘β Basic Hypersil’ reversed-phase preparative HPLC co... Reactants: COC(C[C@@H](CC)NC(=O)C1=NC=CC=C1N)=O ((R)-3-[(3-amino-pyridine-2-carbonyl)-amino]-pentanoic acid methyl ester), ClC(=O)OC(Cl)(Cl)Cl (trichloromethyl chloroformate). Solvent: O1CCCC1 (tetrahydrofuran), C([O-])(O)=O.[Na+] (sodium bicarbonate). The product is COC(C[C@@H](CC)N1C(NC2=C(C1=O)N=CC=C2)=O)=O ((R)-3-(2,4-dioxo-1,4-dihydro-2H-pyrido[3,2-d]pyrimidin-3-yl)-pentanoic acid methyl ester). Isolated yield 99.0%. As a reaction SMILES: [CH3:1][O:2][C:3](=[O:18])[CH2:4][C@H:5]([NH:8][C:9]([C:11]1[C:16]([NH2:17])=[CH:15][CH:14]=[CH:13][N:12]=1)=[O:10])[CH2:6][CH3:7].Cl[C:20](OC(Cl)(Cl)Cl)=[O:21]>O1CCCC1.C(=O)(O)[O-].[Na+]>[CH3:1][O:2][C:3](=[O:18])[CH2:4][C@H:5]([N:8]1[C:9](=[O:10])[C:11]2[N:12]=[CH:13][CH:14]=[CH:15][C:16]=2[NH:17][C:20]1=[O:21])[CH2:6][CH3:7] |f:3.4|. Reported procedure: A solution of 1.6 g of (R)-3-[(3-amino-pyridine-2-carbonyl)-amino]-pentanoic acid methyl ester and 0.86 mL of trichloromethyl chloroformate in 25 mL of tetrahydrofuran is stirred at 90° C. for 3 h. The resulting mixture is diluted with saturated sodium bicarbonate solution and the product is extracted with ethyl acetate. The organic layer is washed with water and brine, dried (sodium sulfate), filtered and concentrated. The residue is purified by flash chromatography on silica to give 1.75 g (99...